Task: describe an organic reaction: reactants, conditions, products, and yield. Dataset: the Open Reaction Database (ORD), a public repository of structured organic reaction records Starting materials: C(C)OC(=O)N1N(CCN(CC1)OC)C(CC1=C(C=C(C=C1C)C)CC)=O (2-[2-(2-ethyl-4,6-dimethyl-phenyl)-acetyl]-5-methoxy-[1,2,5]triazepane-1-carboxylic acid ethyl ester), C[O-].[Na+] (sodium methoxide), Cl (HCl). Solvent: CN(C=O)C (dimethylformamide). Conditions: time 20 minute. Yields the product C(C)C1=C(C(=CC(=C1)C)C)C1C(N2N(CCN(CC2)OC)C1=O)=O (8-(2-Ethyl-4,6-dimethyl-phenyl)-3-methoxy-tetrahydro-pyrazolo[1,2-a][1,2,5]triazepine-7,9-dione). RXN SMILES: C([O:3][C:4]([N:6]1[CH2:12][CH2:11][N:10]([O:13][CH3:14])[CH2:9][CH2:8][N:7]1[C:15](=[O:27])[CH2:16][C:17]1[C:22]([CH3:23])=[CH:21][C:20]([CH3:24])=[CH:19][C:18]=1[CH2:25][CH3:26])=O)C.C[O-].[Na+].Cl>CN(C)C=O>[CH2:25]([C:18]1[CH:19]=[C:20]([CH3:24])[CH:21]=[C:22]([CH3:23])[C:17]=1[CH:16]1[C:15](=[O:27])[N:7]2[CH2:8][CH2:9][N:10]([O:13][CH3:14])[CH2:11][CH2:12][N:6]2[C:4]1=[O:3])[CH3:26] |f:1.2|. Procedure: To a solution of 2-[2-(2-ethyl-4,6-dimethyl-phenyl)-acetyl]-5-methoxy-[1,2,5]triazepane-1-carboxylic acid ethyl ester (550 mg, 1.46 mmol) in absolute dimethylformamide (5 ml) at 80° C. was added sodium methoxide (240 mg, 4.44 mmol) in one portion and stirring continued at 80° C. for 20 minutes. The cooled reaction mixture was poured on ice, the aqueous alkaline phase was acidified to pH 5 by addition of a 6N HCl solution, the resulting suspension was filtered, the obtained solid dissolved in dic... The reactants are CC(C)C[Al+]CC(C)C, CCOC(C)=O, Cc1ccccc1, [Cl-], [H-], [NH4+], N#CC1(c2ccccc2)CCC=CCC1. Product: O=CC1(c2ccccc2)CCC=CCC1. RXN SMILES: [CH2:17]([Al+:18][CH2:19][CH:20]([CH3:21])[CH3:22])[CH:23]([CH3:24])[CH3:25].[CH3:28][CH2:29][O:30][C:31](=[O:32])[CH3:33].[CH3:34][c:35]1[cH:36][cH:37][cH:38][cH:39][cH:40]1.[Cl-:26].[H-:16].[NH4+:27].[c:1]1([C:7]2([C:14]#[N:15])[CH2:8][CH2:9][CH:10]=[CH:11][CH2:12][CH2:13]2)[cH:2][cH:3][cH:4][cH:5][cH:6]1>>[c:1]1([C:7]2([CH:14]=[O:30])[CH2:8][CH2:9][CH:10]=[CH:11][CH2:12][CH2:13]2)[cH:2][cH:3][cH:4][cH:5][cH:6]1. Starting materials: O=C([O-])[O-], CN(C)C=O, ClCc1cc(-c2ccccc2)no1, [K+], [K+], O, COC(=O)CCC(=NOCc1ccc(O)cc1)c1ccccc1. The product is COC(=O)CCC(=NOCc1ccc(OCc2cc(-c3ccccc3)no2)cc1)c1ccccc1. RXN SMILES: [C:37](=[O:38])([O-:39])[O-:40].[CH3:43][N:44]([CH3:45])[CH:46]=[O:47].[Cl:1][CH2:2][c:3]1[cH:4][c:5](-[c:8]2[cH:9][cH:10][cH:11][cH:12][cH:13]2)[n:6][o:7]1.[K+:41].[K+:42].[OH2:48].[OH:14][c:15]1[cH:16][cH:17][c:18]([CH2:19][O:20][N:21]=[C:22]([CH2:23][CH2:24][C:25](=[O:26])[O:27][CH3:28])[c:29]2[cH:30][cH:31][cH:32][cH:33][cH:34]2)[cH:35][cH:36]1>>[CH2:2]([c:3]1[cH:4][c:5](-[c:8]2[cH:9][cH:10][cH:11][cH:12][cH:13]2)[n:6][o:7]1)[O:14][c:15]1[cH:16][cH:17][c:18]([CH2:19][O:20][N:21]=[C:22]([CH2:23][CH2:24][C:25](=[O:26])[O:27][CH3:28])[c:29]2[cH:30][cH:31][cH:32][cH:33][cH:34]2)[cH:35][cH:36]1.